Dataset: the Open Reaction Database (ORD), a public repository of structured organic reaction records. Task: describe an organic reaction: reactants, conditions, products, and yield The reactants are Cc1ccccc1, O=C(Cl)Oc1ccccc1, CCOc1nsc(N)c1C#N. The product is CCOc1nsc(NC(=O)Oc2ccccc2)c1C#N. RXN SMILES: [CH3:22][c:23]1[cH:24][cH:25][cH:26][cH:27][cH:28]1.[Cl:12][C:13](=[O:14])[O:15][c:16]1[cH:17][cH:18][cH:19][cH:20][cH:21]1.[NH2:1][c:2]1[c:3]([C:10]#[N:11])[c:4]([O:7][CH2:8][CH3:9])[n:5][s:6]1>>[NH:1]([c:2]1[c:3]([C:10]#[N:11])[c:4]([O:7][CH2:8][CH3:9])[n:5][s:6]1)[C:13](=[O:14])[O:15][c:16]1[cH:17][cH:18][cH:19][cH:20][cH:21]1. Reactants: C(C1=CC=CC=C1)(=O)NC1=CC=C(C=C1)C1=CC=C2CN(C(C2=C1)=O)[C@H](C(=O)OC)C(C)C ((S)-Methyl 2-(6-(4-benzamidophenyl)-1-oxoisoindolin-2-yl)-3-methylbutanoate), NC1=CC=C(C=C1)C1=CC=C2CN(C(C2=C1)=O)[C@H](C(=O)OC)C(C)C ((S)-Methyl 2-(6-(4-aminophenyl)-1-oxoisoindolin-2-yl)-3-methylbutanoate), COC=1C=C(C(=O)Cl)C=CC1OC (3,4-dimethoxy benzoyl chloride). Product: COC=1C=C(C(=O)NC2=CC=C(C=C2)C2=CC=C3CN(C(C3=C2)=O)[C@H](C(=O)OC)C(C)C)C=CC1OC ((S)-Methyl 2-(6-(4-(3,4-dimethoxybenzamido)phenyl)-1-oxoisoindolin-2-yl)-3-methylbutanoate). Yield: 87.0%. Reaction SMILES: C(NC1C=CC(C2C=C3C(CN([C@@H](C(C)C)C(OC)=O)C3=O)=CC=2)=CC=1)(=O)C1C=CC=CC=1.[NH2:34][C:35]1[CH:40]=[CH:39][C:38]([C:41]2[CH:49]=[C:48]3[C:44]([CH2:45][N:46]([C@@H:51]([CH:56]([CH3:58])[CH3:57])[C:52]([O:54][CH3:55])=[O:53])[C:47]3=[O:50])=[CH:43][CH:42]=2)=[CH:37][CH:36]=1.[CH3:59][O:60][C:61]1[CH:62]=[C:63]([CH:67]=[CH:68][C:69]=1[O:70][CH3:71])[C:64](Cl)=[O:65]>>[CH3:59][O:60][C:61]1[CH:62]=[C:63]([CH:67]=[CH:68][C:69]=1[O:70][CH3:71])[C:64]([NH:34][C:35]1[CH:36]=[CH:37][C:38]([C:41]2[CH:49]=[C:48]3[C:44]([CH2:45][N:46]([C@@H:51]([CH:56]([CH3:58])[CH3:57])[C:52]([O:54][CH3:55])=[O:53])[C:47]3=[O:50])=[CH:43][CH:42]=2)=[CH:39][CH:40]=1)=[O:65]. Procedure details: The compound of example 141 was prepared analogous to compound of example 97 by reaction of compound of example 6 with 3,4-dimethoxy benzoyl chloride.